This data is from the Open Reaction Database (ORD), a public repository of structured organic reaction records. The task is: describe an organic reaction: reactants, conditions, products, and yield The reactants are C[C@H]1CNS(C1)(=O)=O ((S)-4-methylisothiazolidine 1,1-dioxide), BrC1=CC(=C(C=C1)C(=O)N1CCN(CC1)C1=NC=C(C=C1C)C)Cl ((4-bromo-2-chlorophenyl)[4-(3,5-dimethylpyridin-2-yl)piperazin-1-yl]methanone). Yields the product ClC1=C(C=CC(=C1)N1S(C[C@H](C1)C)(=O)=O)C(=O)N1CCN(CC1)C1=NC=C(C=C1C)C ((S)-[2-chloro-4-(4-methyl-1,1-dioxo-1λ6-isothiazolidin-2-yl)phenyl][4-(3,5-dimethylpyridin-2-yl)piperazin-1-yl]methanone). Yield: 21.2%. Reaction SMILES: [CH3:1][C@@H:2]1[CH2:6][S:5](=[O:8])(=[O:7])[NH:4][CH2:3]1.Br[C:10]1[CH:15]=[CH:14][C:13]([C:16]([N:18]2[CH2:23][CH2:22][N:21]([C:24]3[C:29]([CH3:30])=[CH:28][C:27]([CH3:31])=[CH:26][N:25]=3)[CH2:20][CH2:19]2)=[O:17])=[C:12]([Cl:32])[CH:11]=1>>[Cl:32][C:12]1[CH:11]=[C:10]([N:4]2[CH2:3][C@H:2]([CH3:1])[CH2:6][S:5]2(=[O:8])=[O:7])[CH:15]=[CH:14][C:13]=1[C:16]([N:18]1[CH2:19][CH2:20][N:21]([C:24]2[C:29]([CH3:30])=[CH:28][C:27]([CH3:31])=[CH:26][N:25]=2)[CH2:22][CH2:23]1)=[O:17]. Reported procedure: Using (S)-4-methylisothiazolidine 1,1-dioxide (101 mg) described in Preparation Example 4 and (4-bromo-2-chlorophenyl)[4-(3,5-dimethylpyridin-2-yl)piperazin-1-yl]methanone (204 mg) described in Preparation Example 119 and by the reaction and treatment in the same manner as in Example 4, the title compound (49 mg) was obtained. Reported procedure: Prepared by the same method as described in example 3 except that (i) 2-chloro-4-iodoaniline was used in place of 4-bromo-2-chloroaniline in step 1, (ii) (2S,3S)-2-tert-butoxycarbonylamino-3-methyl-pentanoic acid was used in place (2S,3S)-2-tert-butoxycarbonylamino-3-phenyl-butyric acid in step 1, and (iii) (R)-tert-butoxycarbonylamino-[4-(2-methoxy-ethoxy)-phenyl]-acetic acid was used in place of (R)-tert-butoxycarbonylamino-[4-(2-tert-butoxy-ethoxy)-phenyl]-acetic acid in step 2. (R)-tert-Buto... Starting materials: C(C1=CC=CC=C1)O[C@@H]([C@@H](C(=O)O)NC(=O)OCC1C2=CC=CC=C2C=2C=CC=CC12)C ((2S,3R)-3-benzyloxy-2-(9H-fluoren-9-ylmethoxycarbonylamino)-butyric acid), C(C)(C)(C)OC(=O)N[C@@H](C(=O)O)C1=CC=C(C=C1)OC[C@@H]1OC(OC1)(C)C ((R)-tert-butoxycarbonylamino-[4-((S)-2,2-dimethyl-[1,3]dioxolan-4-ylmethoxy)-phenyl]-acetic acid), N[C@@H](C(=O)N[C@H](C(=O)NC1=C(C=C(C=C1)I)Cl)[C@@H](C)C1=CC=CC=C1)C1=CC=C(C=C1)OC[C@@H](CO)O ((2S,3S)-2-{(R)-2-amino-2-[4-((R)-2,3-dihydroxy-propoxy)-phenyl]-acetylamino}-N-(2-chloro-4-iodo-phenyl)-3-phenyl-butyramide), C(C)(C)(C)OC(=O)N[C@H](C(=O)O)[C@@H](C)C1=CC=CC=C1 ((2S,3S)-2-tert-butoxycarbonylamino-3-phenyl-butyric acid). Product: C(C)(C)(C)OC(=O)N[C@@H](C(=O)O)C1=CC=C(C=C1)OCCOC ((R)-tert-Butoxycarbonylamino-[4-(2-methoxy-ethoxy)-phenyl]-acetic acid). As a reaction SMILES: C(O[C@H](C)[C@H](NC(OCC1C2C=CC=CC=2C2C1=CC=CC=2)=O)C(O)=O)C1C=CC=CC=1.N[C@H](C1C=CC(OC[C@H](O)CO)=CC=1)C(N[C@@H]([C@H](C1C=CC=CC=1)C)C(NC1C=CC(I)=CC=1Cl)=O)=O.C(OC(N[C@@H]([C@H](C1C=CC=CC=1)C)C(O)=O)=O)(C)(C)C.[C:90]([O:94][C:95]([NH:97][C@H:98]([C:102]1[CH:107]=[CH:106][C:105]([O:108][CH2:109][C@H:110]2CO[C:112](C)(C)[O:111]2)=[CH:104][CH:103]=1)[C:99]([OH:101])=[O:100])=[O:96])([CH3:93])([CH3:92])[CH3:91]>>[C:90]([O:94][C:95]([NH:97][C@H:98]([C:102]1[CH:103]=[CH:104][C:105]([O:108][CH2:109][CH2:110][O:111][CH3:112])=[CH:106][CH:107]=1)[C:99]([OH:101])=[O:100])=[O:96])([CH3:93])([CH3:92])[CH3:91]. The reactants are CC1NOCCC2=C1C=CC=C2 (1-methyl-1,2,4,5-tetrahydro-3,2-benzoxazepine), C=O (formaldehyde), 1,2-diemthyl-1,2,4,5-tetrahydro-3,2-benzoxazepine. Solvent: C(=O)O (formic acid). Yields the product CC1N(OCCC2=C1C=CC=C2)C (1,2-Dimethyl-1,2,4,5-tetrahydro-3,2-benzoxazepine). RXN SMILES: [CH3:1][CH:2]1[C:8]2[CH:9]=[CH:10][CH:11]=[CH:12][C:7]=2[CH2:6][CH2:5][O:4][NH:3]1.[CH2:13]=O>C(O)=O>[CH3:1][CH:2]1[C:8]2[CH:9]=[CH:10][CH:11]=[CH:12][C:7]=2[CH2:6][CH2:5][O:4][N:3]1[CH3:13]. Procedure details: To 1.1 ml. of 99 percent formic acid, 1 g. (0.0061 mole) of 1-methyl-1,2,4,5-tetrahydro-3,2-benzoxazepine and 0.45 ml. of 38 percent formaldehyde were added. After heating the reaction mixture at 60°-70° C. for about 6 hours, the excess of formic acid was distilled off. The residue was alkalinized with sodium carbonate and then extracted several times with diethyl ether. After washing with water and drying, the organic solution was evaporated. The residue was distilled at 60° C./0.1 mm Hg, givin... Reactants: amide, C1(=CC=CC=C1)C(=O)C(=O)C1=CC=CC=C1 (Benzil), C(#N)CC(=O)NN (cyanoacetohydrazide), nitrile. Solvent: CN(C=O)C (dimethylformamide). Product: C(#N)C=1C(NN=C(C1C1=CC=CC=C1)C1=CC=CC=C1)=O (4-Cyano-5,6-diphenyl-3-(2H)-pyridazinone). Yield: 95.0%. As a reaction SMILES: [C:1]1([C:7]([C:9]([C:11]2[CH:16]=[CH:15][CH:14]=[CH:13][CH:12]=2)=O)=O)[CH:6]=[CH:5][CH:4]=[CH:3][CH:2]=1.[C:17]([CH2:19][C:20]([NH:22][NH2:23])=[O:21])#[N:18]>CN(C)C=O>[C:17]([C:19]1[C:20](=[O:21])[NH:22][N:23]=[C:9]([C:11]2[CH:16]=[CH:15][CH:14]=[CH:13][CH:12]=2)[C:7]=1[C:1]1[CH:6]=[CH:5][CH:4]=[CH:3][CH:2]=1)#[N:18]. Procedure: Benzil 63.1 grams (0.3 mole) along with 30 grams (0.3 mole) of cyanoacetohydrazide in 200 mls of dimethylformamide was heated at 110° C. for five hours. The solution was cooled and the precipitant solid was filtered and washed with ethyl alcohol. The filtrate was vacuum distilled and the residual solid was washed with ethyl alcohol and filtered. There was isolated 74.5 grams, a 95% yield, of a solid which melted at 280°-281° C. Calculated for C17H11N3O, C, 74.7; H, 4.1; N, 15.4. Found: C, 74.4; ... Reactants: N1=CC=C(C=C1)C(CC(=O)OCC)=O (ethyl 3-(pyridin-4-yl)-3-oxopropionate), Cl.N=C1NCCCCC1N1C(C2=CC=CC=C2C1=O)=O (2-(2-iminoazepan-3-yl)-1H-isoindole-1,3(2H)-dione hydrochloride). Product: O=C1C=C(N=C2N1CCCCC2N2C(C1=CC=CC=C1C2=O)=O)C2=CC=NC=C2 ((+/−) 2-(4-Oxo-2-pyridin-4-yl-4,6,7,8,9,10-hexahydropyrimido[1,2-a]azepin-10-yl)-1H-isoindole-1,3(2H)-dione). RXN SMILES: [N:1]1[CH:6]=[CH:5][C:4]([C:7](=O)[CH2:8][C:9]([O:11]CC)=O)=[CH:3][CH:2]=1.Cl.[NH:16]=[C:17]1[CH:23]([N:24]2[C:32](=[O:33])[C:31]3[C:26](=[CH:27][CH:28]=[CH:29][CH:30]=3)[C:25]2=[O:34])[CH2:22][CH2:21][CH2:20][CH2:19][NH:18]1>>[O:11]=[C:9]1[N:18]2[CH2:19][CH2:20][CH2:21][CH2:22][CH:23]([N:24]3[C:32](=[O:33])[C:31]4[C:26](=[CH:27][CH:28]=[CH:29][CH:30]=4)[C:25]3=[O:34])[C:17]2=[N:16][C:7]([C:4]2[CH:3]=[CH:2][N:1]=[CH:6][CH:5]=2)=[CH:8]1 |f:1.2|. Reported procedure: By analogy with the method described in example 1 (step 1.3), using ethyl 3-(pyridin-4-yl)-3-oxopropionate and using 2-(2-iminoazepan-3-yl)-1H-isoindole-1,3(2H)-dione hydrochloride (1:1), the compound was obtained as a white powder. Reactants: OC=1C=C(C=CC1)C1=NOC2=C1SC=C2 (3-(3-hydroxyphenyl)thieno[2,3-d]-isoxazole), C(Br)C1CO1 (epibromohydrin), C([O-])([O-])=O.[K+].[K+] (potassium carbonate). The solvent is CN(C=O)C (dimethylformamide), C(C)#N (acetonitril). Run at time 4 hour. Product: O1C=2C(=C(C=CC21)C2=NOC1=C2SC=C1)OC (3-(3-Epoxymethoxyphenyl)thieno[2,3-d]isoxazole). The yield is 73.7%. RXN SMILES: [OH:1][C:2]1[CH:3]=[C:4]([C:8]2[C:12]3[S:13][CH:14]=[CH:15][C:11]=3[O:10][N:9]=2)[CH:5]=[CH:6][CH:7]=1.C(C1[O:20][CH2:19]1)Br.C(=O)([O-])[O-].[K+].[K+]>CN(C)C=O.C(#N)C>[O:1]1[C:7]2[CH:6]=[CH:5][C:4]([C:8]3[C:12]4[S:13][CH:14]=[CH:15][C:11]=4[O:10][N:9]=3)=[C:3]([O:20][CH3:19])[C:2]1=2 |f:2.3.4|. Procedure: A mixture of 28 g of 3-(3-hydroxyphenyl)thieno[2,3-d]-isoxazole, 23 g of epibromohydrin and 30 g of milled potassium carbonate in 40 ml of dimethylformamide and 40 ml of acetonitril was stirred under nitrogen at 90°-100° C. until completion of reaction. The reaction was complete after 4 hours and allowed to cool to room temperature. Quenching with water (400 ml), extracting with 50/50 ether/ethyl acetate solution (3×400 ml), and washing with water (2×400 ml) were conducted. The organics were dri... As a reaction SMILES: [C:20](=[O:21])([O-:22])[O-:23].[CH3:10][c:11]1[cH:12][cH:13][c:14]([B:17]([OH:18])[OH:19])[cH:15][cH:16]1.[CH3:26][c:27]1[cH:28][cH:29][cH:30][cH:31][cH:32]1.[Cl:1][c:2]1[n:3][cH:4][cH:5][c:6]([I:9])[c:7]1[Cl:8].[Na+:24].[Na+:25].[cH:33]1[cH:34][cH:35][c:36]([P:37]([Pd:38]([P:39]([c:40]2[cH:41][cH:42][cH:43][cH:44][cH:45]2)([c:46]2[cH:47][cH:48][cH:49][cH:50][cH:51]2)[c:52]2[cH:53][cH:54][cH:55][cH:56][cH:57]2)([P:58]([c:59]2[cH:60][cH:61][cH:62][cH:63][cH:64]2)([c:65]2[cH:66][cH:67][cH:68][cH:69][cH:70]2)[c:71]2[cH:72][cH:73][cH:74][cH:75][cH:76]2)[P:77]([c:78]2[cH:79][cH:80][cH:81][cH:82][cH:83]2)([c:84]2[cH:85][cH:86][cH:87][cH:88][cH:89]2)[c:90]2[cH:91][cH:92][cH:93][cH:94][cH:95]2)([c:96]2[cH:97][cH:98][cH:99][cH:100][cH:101]2)[c:102]2[cH:103][cH:104][cH:105][cH:106][cH:107]2)[cH:108][cH:109]1>>[Cl:1][c:2]1[n:3][cH:4][cH:5][c:6](-[c:14]2[cH:13][cH:12][c:11]([CH3:10])[cH:16][cH:15]2)[c:7]1[Cl:8]. Reactants: O=C([O-])[O-], Cc1ccc(B(O)O)cc1, Cc1ccccc1, Clc1nccc(I)c1Cl, [Na+], [Na+], c1ccc(P(c2ccccc2)(c2ccccc2)[Pd](P(c2ccccc2)(c2ccccc2)c2ccccc2)(P(c2ccccc2)(c2ccccc2)c2ccccc2)P(c2ccccc2)(c2ccccc2)c2ccccc2)cc1. The product is Cc1ccc(-c2ccnc(Cl)c2Cl)cc1.